This data is from the Open Reaction Database (ORD), a public repository of structured organic reaction records. The task is: describe an organic reaction: reactants, conditions, products, and yield Starting materials: NCCNCCCCO (4-(2-aminoethylamino)butanol), C(CCCCCCCCCCC)(=O)OCC (ethyl dodecanoate), oil. Solvent: CCCCCC (hexane). Yields the product OCCCCN1C(=NCC1)CCCCCCCCCCC (1-(4-Hydroxybutyl)-2-undecyl-2-imidazoline). Yield: 54.2%. As a reaction SMILES: [NH2:1][CH2:2][CH2:3][NH:4][CH2:5][CH2:6][CH2:7][CH2:8][OH:9].[C:10](OCC)(=O)[CH2:11][CH2:12][CH2:13][CH2:14][CH2:15][CH2:16][CH2:17][CH2:18][CH2:19][CH2:20][CH3:21]>CCCCCC>[OH:9][CH2:8][CH2:7][CH2:6][CH2:5][N:4]1[CH2:3][CH2:2][N:1]=[C:21]1[CH2:20][CH2:19][CH2:18][CH2:17][CH2:16][CH2:15][CH2:14][CH2:13][CH2:12][CH2:11][CH3:10]. Reported procedure: 8 g (60.6 mmoles) of 4-(2-aminoethylamino)butanol and 12.5 g of ethyl dodecanoate were treated as under Example 25. The resulting 10.8 g of an oil (66.7%) was dissolved in 100 ml of hexane and kept in the freezer to give 8.8 g of pure product, m.p. 58°-60° C.